Dataset: the Open Reaction Database (ORD), a public repository of structured organic reaction records. Task: describe an organic reaction: reactants, conditions, products, and yield The reactants are CCOC(=O)C(=O)c1cn(Cc2ccccc2)c2ccc(-c3ccc(C(C)(C)C)cc3)cc12, C1CCOC1, [K+], [OH-], O. Yields the product CC(C)(C)c1ccc(-c2ccc3c(c2)c(C(=O)C(=O)O)cn3Cc2ccccc2)cc1. Reaction SMILES: [CH2:1]([c:2]1[cH:3][cH:4][cH:5][cH:6][cH:7]1)[n:8]1[cH:9][c:10]([C:27]([C:28](=[O:29])[O:30][CH2:31][CH3:32])=[O:33])[c:11]2[cH:12][c:13](-[c:17]3[cH:18][cH:19][c:20]([C:23]([CH3:24])([CH3:25])[CH3:26])[cH:21][cH:22]3)[cH:14][cH:15][c:16]12.[CH2:36]1[O:37][CH2:38][CH2:39][CH2:40]1.[K+:35].[OH-:34].[OH2:41]>>[CH2:1]([c:2]1[cH:3][cH:4][cH:5][cH:6][cH:7]1)[n:8]1[cH:9][c:10]([C:27]([C:28](=[O:29])[OH:30])=[O:33])[c:11]2[cH:12][c:13](-[c:17]3[cH:18][cH:19][c:20]([C:23]([CH3:24])([CH3:25])[CH3:26])[cH:21][cH:22]3)[cH:14][cH:15][c:16]12.